Dataset: the Open Reaction Database (ORD), a public repository of structured organic reaction records. Task: describe an organic reaction: reactants, conditions, products, and yield The reactants are C(C1=CC=CC=C1)OC(=O)N1CCNCC1 (N-benzyloxycarbonylpiperazine), C(CCC)OC=1C(C(C1OCCCC)=O)=O (3,4-dibutoxy-3-cyclobutene-1,2-dione). Solvent: C(C)O (ethanol). Conditions: time 25 hour. Yields the product C(C1=CC=CC=C1)OC(=O)N1CCN(CC1)C=1C(C(C1OCCCC)=O)=O (1-benzyloxycarbonyl-4-(4-butoxy-1,2-dioxo-3-cyclobuten-3-yl)-piperazine). Isolated yield 84.3%. Reaction SMILES: [CH2:1]([O:8][C:9]([N:11]1[CH2:16][CH2:15][NH:14][CH2:13][CH2:12]1)=[O:10])[C:2]1[CH:7]=[CH:6][CH:5]=[CH:4][CH:3]=1.[CH2:17]([O:21][C:22]1[C:23](=O)[C:24](=[O:31])[C:25]=1[O:26]CCCC)[CH2:18][CH2:19][CH3:20]>C(O)C>[CH2:1]([O:8][C:9]([N:11]1[CH2:16][CH2:15][N:14]([C:23]2[C:24](=[O:31])[C:25](=[O:26])[C:22]=2[O:21][CH2:17][CH2:18][CH2:19][CH3:20])[CH2:13][CH2:12]1)=[O:10])[C:2]1[CH:7]=[CH:6][CH:5]=[CH:4][CH:3]=1. Procedure details: A mixture comprising 1101 mg of N-benzyloxycarbonylpiperazine, 1131 mg of 3,4-dibutoxy-3-cyclobutene-1,2-dione and 5 ml of ethanol was stirred at room temperature for 25 hours. The reaction mixture was concentrated under reduced pressure, and the resulting residue was purified by silica gel column chromatography (solvent: chloroform-ethyl acetate (19:1)) to obtain 1570 mg of 1-benzyloxycarbonyl-4-(4-butoxy-1,2-dioxo-3-cyclobuten-3-yl)-piperazine. The reactants are CC(=O)OC1OC(=O)C2C1C2(C)C, CON, CCO, Cl, Cl, [Na+], [OH-]. The product is CON=CC1C(C(=O)O)C1(C)C. RXN SMILES: [C:1]([O:2][CH:5]1[O:6][C:7](=[O:13])[CH:8]2[C:9]([CH3:11])([CH3:12])[CH:10]12)(=[O:3])[CH3:4].[CH3:15][O:16][NH2:17].[CH3:21][CH2:22][OH:23].[ClH:14].[ClH:20].[Na+:19].[OH-:18]>>[CH:5]([CH:10]1[CH:8]([C:7]([OH:6])=[O:13])[C:9]1([CH3:11])[CH3:12])=[N:17][O:16][CH3:15].